describe an organic reaction: reactants, conditions, products, and yield From a dataset of the Open Reaction Database (ORD), a public repository of structured organic reaction records. The reactants are ClC1=C(C=C(C=C1)N1N=CC(N(C1=O)CC(=O)O)=O)C(NCCC1=C(C=CC=C1)Cl)=O ((2-{4-Chloro-3-[2-(2-Chloro-phenyl)-ethylcarbamoyl]-phenyl}-3,5-dioxo-2,5-dihydro-3H-[1,2,4]triazin-4-yl)-acetic acid), Cl.CN (methylamine HCl), CCN=C=NCCCN(C)C (EDCI). Reagents/catalysts: CN(C)C=1C=CN=CC1 (DMAP). Run in CN(C)C=O (DMF), Cl (HCl). Reaction conditions: time 5 hour. Yields the product ClC1=C(C(=O)NCCC2=C(C=CC=C2)Cl)C=C(C=C1)N1N=CC(N(C1=O)CC(NC)=O)=O (2-Chloro-N-[2-(2-chloro-phenyl)-ethyl]-5-(4-methylcarbamoylmethyl-3,5-dioxo-4,5-dihydro-3H-[1,2,4]triazin-2-yl)-benzamide). Isolated yield 27.3%. RXN SMILES: [Cl:1][C:2]1[CH:7]=[CH:6][C:5]([N:8]2[C:13](=[O:14])[N:12]([CH2:15][C:16]([OH:18])=O)[C:11](=[O:19])[CH:10]=[N:9]2)=[CH:4][C:3]=1[C:20](=[O:31])[NH:21][CH2:22][CH2:23][C:24]1[CH:29]=[CH:28][CH:27]=[CH:26][C:25]=1[Cl:30].Cl.CN.C[CH2:36][N:37]=C=NCCCN(C)C>CN(C1C=CN=CC=1)C.CN(C=O)C.Cl>[Cl:1][C:2]1[CH:7]=[CH:6][C:5]([N:8]2[C:13](=[O:14])[N:12]([CH2:15][C:16](=[O:18])[NH:37][CH3:36])[C:11](=[O:19])[CH:10]=[N:9]2)=[CH:4][C:3]=1[C:20]([NH:21][CH2:22][CH2:23][C:24]1[CH:29]=[CH:28][CH:27]=[CH:26][C:25]=1[Cl:30])=[O:31] |f:1.2|. Procedure: A slurry of (2-{4-Chloro-3-[2-(2-Chloro-phenyl)-ethylcarbamoyl]-phenyl}-3,5-dioxo-2,5-dihydro-3H-[1,2,4]triazin-4-yl)-acetic acid (71.4 mg, 0.154 mmol), methylamine HCl (15.6 mg, 0.231 mmol), EDCI (44.4 mg, 0.231 mmol), and DMAP (75.5 mg, 0.616 mmol) in DMF (1.0 mL) were stirred at ambient temperature for 20 hours. The reaction was diluted with 1N HCl, and let stir for 5 hours. The crude was filtered and triterated from hexane to give the title compound (20 mg). LCMS (m/z) 476.1 M+1. Reactants: O=C(OCc1ccccc1)ON1C(=O)CCC1=O, COc1nc(C)cnc1NCC1CCNCC1. Yields the product COc1nc(C)cnc1NCC1CCN(C(=O)OCc2ccccc2)CC1. As a reaction SMILES: [CH2:18]([c:19]1[cH:20][cH:21][cH:22][cH:23][cH:24]1)[O:25][C:26](=[O:27])[O:28][N:29]1[C:30](=[O:31])[CH2:32][CH2:33][C:34]1=[O:35].[CH3:1][O:2][c:3]1[c:4]([NH:10][CH2:11][CH:12]2[CH2:13][CH2:14][NH:15][CH2:16][CH2:17]2)[n:5][cH:6][c:7]([CH3:9])[n:8]1>>[CH3:1][O:2][c:3]1[c:4]([NH:10][CH2:11][CH:12]2[CH2:13][CH2:14][N:15]([C:26]([O:25][CH2:18][c:19]3[cH:20][cH:21][cH:22][cH:23][cH:24]3)=[O:27])[CH2:16][CH2:17]2)[n:5][cH:6][c:7]([CH3:9])[n:8]1. Reactants: ice water, BrC=1C(=C(N(C1Br)C1=CC=CC=C1)C(=O)OCC)O (Ethyl 4,5-dibromo-3-hydroxy-1-phenyl-1H-pyrrole-2-carboxylate), BrC(C)C (2-bromopropane), CC(C)([O-])C.[K+] (Potassium tert-butoxide). Solvent: CS(=O)C (DMSO). Product: BrC=1C(=C(N(C1Br)C1=CC=CC=C1)C(=O)OCC)OC(C)C (Ethyl 4,5-dibromo-3-(1-methylethoxy)-1-phenyl-1H-pyrrole-2-carboxylate). As a reaction SMILES: [Br:1][C:2]1[C:3]([OH:19])=[C:4]([C:14]([O:16][CH2:17][CH3:18])=[O:15])[N:5]([C:8]2[CH:13]=[CH:12][CH:11]=[CH:10][CH:9]=2)[C:6]=1[Br:7].[CH3:20][C:21](C)([O-])[CH3:22].[K+].BrC(C)C>CS(C)=O>[Br:1][C:2]1[C:3]([O:19][CH:21]([CH3:22])[CH3:20])=[C:4]([C:14]([O:16][CH2:17][CH3:18])=[O:15])[N:5]([C:8]2[CH:13]=[CH:12][CH:11]=[CH:10][CH:9]=2)[C:6]=1[Br:7] |f:1.2|. Reported procedure: Ethyl 4,5-dibromo-3-hydroxy-1-phenyl-1H-pyrrole-2-carboxylate (4.0 g, 0.010 moles) is dissolved in DMSO (20 mL) under argon. Potassium tert-butoxide (1.2 g, 0.011 moles) is added, followed after 15 minutes by 2-bromopropane (2.6 g, 0.021 moles), and the mixture is stirred at room temperature. After 24 hours the mixture is stirred into ice water (300 mL) and extracted with CH2Cl2 (3×125 mL). The combined extracts are washed with saturated brine (2×100 mL) and dried over MgSO4. Removal of the solv... The reactants are Nc1nc2nc(SCc3ccccc3)nc(Cl)c2s1, CCCC(CO)NC, CN1CCCC1=O, CCN(C(C)C)C(C)C. Product: CCCC(CO)N(C)c1nc(SCc2ccccc2)nc2nc(N)sc12. RXN SMILES: [CH2:1]([c:2]1[cH:3][cH:4][cH:5][cH:6][cH:7]1)[S:8][c:9]1[n:10][c:11]([Cl:19])[c:12]2[c:13]([n:14]1)[n:15][c:16]([NH2:18])[s:17]2.[CH3:29][NH:30][CH:31]([CH2:32][OH:33])[CH2:34][CH2:35][CH3:36].[CH3:37][N:38]1[CH2:39][CH2:40][CH2:41][C:42]1=[O:43].[CH:20]([N:21]([CH2:22][CH3:23])[CH:24]([CH3:25])[CH3:26])([CH3:27])[CH3:28]>>[CH2:1]([c:2]1[cH:3][cH:4][cH:5][cH:6][cH:7]1)[S:8][c:9]1[n:10][c:11]([N:30]([CH3:29])[CH:31]([CH2:32][OH:33])[CH2:34][CH2:35][CH3:36])[c:12]2[c:13]([n:14]1)[n:15][c:16]([NH2:18])[s:17]2. The reactants are C(C)(=O)N1CCN(CC1)CC1=CC=C(C=C1)CNC(C)=O (N-(4-((4-acetylpiperazin-1-yl)methyl)-phenylmethyl)acetamide), [OH-].[Na+] (sodium hydroxide), O (water). Run in C(C)O (ethanol). The product is N1(CCNCC1)CC1=CC=C(C=C1)CNC(C)=O (N-(4-((Piperazin-1-yl)methyl)phenylmethyl)acetamide). The yield is 92.6%. As a reaction SMILES: C([N:4]1[CH2:9][CH2:8][N:7]([CH2:10][C:11]2[CH:16]=[CH:15][C:14]([CH2:17][NH:18][C:19](=[O:21])[CH3:20])=[CH:13][CH:12]=2)[CH2:6][CH2:5]1)(=O)C.[OH-].[Na+].O>C(O)C>[N:7]1([CH2:10][C:11]2[CH:12]=[CH:13][C:14]([CH2:17][NH:18][C:19](=[O:21])[CH3:20])=[CH:15][CH:16]=2)[CH2:8][CH2:9][NH:4][CH2:5][CH2:6]1 |f:1.2|. Reported procedure: A solution of N-(4-((4-acetylpiperazin-1-yl)methyl)-phenylmethyl)acetamide (11.5 g) and sodium hydroxide (4.0 g) in ethanol (20 ml)-water (20 ml) was refluxedunder heating for 18 hr. The reaction mixture was extracted with chloroform and the extract was dried over anhydrous sodium sulfate. The solvent was evaporated to give a pale-brown oil (9.1 g). The obtained pale-brown oil was purified by silica gel column chromatography (developing solvent; chloroform:methanol:aqueous ammonia=9:1:0.3) to gi... Starting materials: ClCCCl, Cc1noc(C(C)N)n1, CN1CCOCC1, CN(C)C=O, [Cl-], Cl, CC(n1cc(C(=O)O)cc(-c2ccc(F)cc2)c1=O)C(C)(C)O, [Na+], O, On1nnc2cccnc21. Yields the product Cc1noc(C(C)NC(=O)c2cc(-c3ccc(F)cc3)c(=O)n(C(C)C(C)(C)O)c2)n1. Reaction SMILES: [CH2:36]([Cl:37])[CH2:38][Cl:39].[CH3:27][c:28]1[n:29][o:30][c:31]([CH:33]([CH3:34])[NH2:35])[n:32]1.[CH3:50][N:51]1[CH2:52][CH2:53][O:54][CH2:55][CH2:56]1.[CH3:57][N:58]([CH3:59])[CH:60]=[O:61].[Cl-:2].[ClH:26].[F:3][c:4]1[cH:5][cH:6][c:7](-[c:10]2[cH:11][c:12]([C:23](=[O:24])[OH:25])[cH:13][n:14]([CH:17]([CH3:18])[C:19]([CH3:20])([CH3:21])[OH:22])[c:15]2=[O:16])[cH:8][cH:9]1.[Na+:1].[OH2:62].[OH:40][n:41]1[c:42]2[n:43][cH:44][cH:45][cH:46][c:47]2[n:48][n:49]1>>[F:3][c:4]1[cH:5][cH:6][c:7](-[c:10]2[cH:11][c:12]([C:23](=[O:25])[NH:35][CH:33]([c:31]3[o:30][n:29][c:28]([CH3:27])[n:32]3)[CH3:34])[cH:13][n:14]([CH:17]([CH3:18])[C:19]([CH3:20])([CH3:21])[OH:22])[c:15]2=[O:16])[cH:8][cH:9]1. Reactants: C(=S)(Cl)Cl (thiophosgene), NC1=CC=C(C=C1)C(CC(=O)O)CC(=O)O (3-(4-aminophenyl)-glutaric acid). Solvent: C(Cl)(Cl)Cl (chloroform). Conditions: temperature 40 celsius. Product: N(=C=S)C1=CC=C(C=C1)C(CC(=O)O)CC(=O)O (3-(4-Isothiocyanatophenyl)-glutaric acid). RXN SMILES: [C:1](Cl)(Cl)=[S:2].[NH2:5][C:6]1[CH:11]=[CH:10][C:9]([CH:12]([CH2:17][C:18]([OH:20])=[O:19])[CH2:13][C:14]([OH:16])=[O:15])=[CH:8][CH:7]=1>C(Cl)(Cl)Cl>[N:5]([C:6]1[CH:11]=[CH:10][C:9]([CH:12]([CH2:17][C:18]([OH:20])=[O:19])[CH2:13][C:14]([OH:16])=[O:15])=[CH:8][CH:7]=1)=[C:1]=[S:2]. Procedure details: 11.5 g (100 mmol) of thiophosgene is added to 22.12 g (100 mmol) of 3-(4-aminophenyl)-glutaric acid in 300 ml chloroform and heated for 50 minutes at 40° C. It is evaporated to dryness and the residue is crystallized from a little isopropanol/ether.